describe an organic reaction: reactants, conditions, products, and yield From a dataset of the Open Reaction Database (ORD), a public repository of structured organic reaction records. The reactants are F[B-](F)(F)F, C1COCCO1, CN1CCOCC1, Cl, O=C(O)C(=O)c1c[nH]c2c(-n3ccnn3)ncc(F)c12, CC(C)(C)OC(=O)N1CCC(c2nnnn2-c2ccccc2)CC1, CN(C)C(On1nnc2ccccc21)=[N+](C)C. The product is O=C(C(=O)N1CCC(c2nnnn2-c2ccccc2)CC1)c1c[nH]c2c(-n3ccnn3)ncc(F)c12. RXN SMILES: [B-:53]([F:54])([F:55])([F:56])[F:57].[CH2:75]1[O:76][CH2:77][CH2:78][O:79][CH2:80]1.[CH3:46][N:47]1[CH2:48][CH2:49][O:50][CH2:51][CH2:52]1.[ClH:25].[F:26][c:27]1[c:28]2[c:29]([c:30](-[n:33]3[n:34][n:35][cH:36][cH:37]3)[n:31][cH:32]1)[nH:38][cH:39][c:40]2[C:41]([C:42]([OH:43])=[O:44])=[O:45].[c:1]1(-[n:7]2[n:8][n:9][n:10][c:11]2[CH:12]2[CH2:13][CH2:14][N:15]([C:18]([O:20][C:19]([CH3:21])([CH3:22])[CH3:23])=[O:24])[CH2:16][CH2:17]2)[cH:2][cH:3][cH:4][cH:5][cH:6]1.[n:58]1([O:59][C:60]([N:61]([CH3:62])[CH3:63])=[N+:64]([CH3:65])[CH3:66])[c:67]2[cH:68][cH:69][cH:70][cH:71][c:72]2[n:73][n:74]1>>[c:1]1(-[n:7]2[n:8][n:9][n:10][c:11]2[CH:12]2[CH2:13][CH2:14][N:15]([C:18](=[O:20])[C:41]([c:40]3[c:28]4[c:27]([F:26])[cH:32][n:31][c:30](-[n:33]5[n:34][n:35][cH:36][cH:37]5)[c:29]4[nH:38][cH:39]3)=[O:45])[CH2:16][CH2:17]2)[cH:2][cH:3][cH:4][cH:5][cH:6]1. The reactants are CC(=O)OI1(C=2C=CC=CC2C(=O)O1)(OC(=O)C)OC(=O)C (Dess-Martin periodinane), OC[C@@H]1CC[C@H](CC1)C(=O)OC (methyl trans-4-(hydroxymethyl)cyclohexanecarboxylate), S(=S)(=O)([O-])[O-].[Na+].[Na+] (sodium thiosulfate). Run in C1CCOC1 (THF). Product: C(=O)[C@@H]1CC[C@H](CC1)C(=O)OC (methyl trans-4-formylcyclohexanecarboxylate). RXN SMILES: CC(OI1(OC(C)=O)(OC(C)=O)OC(=O)C2C=CC=CC1=2)=O.[OH:23][CH2:24][C@H:25]1[CH2:30][CH2:29][C@H:28]([C:31]([O:33][CH3:34])=[O:32])[CH2:27][CH2:26]1.S([O-])([O-])(=O)=S.[Na+].[Na+]>C1COCC1>[CH:24]([C@H:25]1[CH2:26][CH2:27][C@H:28]([C:31]([O:33][CH3:34])=[O:32])[CH2:29][CH2:30]1)=[O:23] |f:2.3.4|. Reported procedure: To a solution of Dess-Martin periodinane (542 mg, 1.28 mmol) in THF (2 mL) was added methyl trans-4-(hydroxymethyl)cyclohexanecarboxylate (200 mg, 1.18 mmol) at 0° C., and the reaction mixture was then stirred at 20° C. for 3 hours before the addition of saturated aqueous sodium thiosulfate solution (50 mL). The mixture was extracted with ethyl acetate and the combined organic layers were dried over sodium sulfate, filtered, and concentrated under reduced pressure. The residue was purified by pr... Starting materials: C(C1=CC=CC=C1)OC=1C=C(C(=O)Cl)C=CC1OC (3-benzyloxy-4-methoxybenzoyl chloride), NCCCC(=O)O (4-aminobutyric acid), [OH-].[Na+] (sodium hydroxide), Cl (hydrochloric acid). Solvent: O1CCCC1 (tetrahydrofuran), O (water). Reaction conditions: time 2 hour. Product: C(C1=CC=CC=C1)OC=1C=C(C(=O)NCCCC(=O)O)C=CC1OC (4-[(3-benzyloxy-4-methoxybenzoyl)amino]butyric acid). As a reaction SMILES: [CH2:1]([O:8][C:9]1[CH:10]=[C:11]([CH:15]=[CH:16][C:17]=1[O:18][CH3:19])[C:12](Cl)=[O:13])[C:2]1[CH:7]=[CH:6][CH:5]=[CH:4][CH:3]=1.[NH2:20][CH2:21][CH2:22][CH2:23][C:24]([OH:26])=[O:25].[OH-].[Na+].Cl>O1CCCC1.O>[CH2:1]([O:8][C:9]1[CH:10]=[C:11]([CH:15]=[CH:16][C:17]=1[O:18][CH3:19])[C:12]([NH:20][CH2:21][CH2:22][CH2:23][C:24]([OH:26])=[O:25])=[O:13])[C:2]1[CH:7]=[CH:6][CH:5]=[CH:4][CH:3]=1 |f:2.3|. Reported procedure: 14.0 g of 3-benzyloxy-4-methoxybenzoyl chloride are added in one portion at 26° C. to 15.6 g of 4-aminobutyric acid, 12.1 g of sodium hydroxide and 160 ml of ion-free water and subsequently 30 ml of tetrahydrofuran are added dropwise within 10 minutes. After 2 hours, the mixture is acidified with concentrated hydrochloric acid at a temperature below 10° C. The precipitate is separated and stirred with ethyl acetate. The mixture is filtered and the filter cake is washed with ethyl acetate. There ... The reactants are CC1(C)CNC(=O)c2c(N)cccc21, Nc1cccc2c1C(=O)NCC2. Product: CC1CNC(=O)c2c(N)cccc21. Reaction SMILES: [NH2:13][c:14]1[cH:15][cH:16][cH:17][c:18]2[c:23]1[C:22](=[O:24])[NH:21][CH2:20][C:19]2([CH3:25])[CH3:26].[NH2:1][c:2]1[cH:3][cH:4][cH:5][c:6]2[c:7]1[C:8](=[O:9])[NH:10][CH2:11][CH2:12]2>>[NH2:13][c:14]1[cH:15][cH:16][cH:17][c:18]2[c:23]1[C:22](=[O:24])[NH:21][CH2:20][CH:19]2[CH3:25]. Starting materials: BrC1=C2C=CC=NC2=C(C(=N1)C#N)O (5-bromo-8-hydroxy-1,6-naphthyridine-7-carbonitrile), C1(=CC=CC=C1)CC(=O)NN (phenylacetic hydrazide). Product: C(C1=CC=CC=C1)C=1NC(=NN1)C1=NC(=C2C=CC=NC2=C1O)Br (7-(5-Benzyl-4H-1,2,4-triazol-3-yl)-5-bromo-1,6-naphthyridin-8-ol), solid. Yield: 67.0%. Reaction SMILES: [Br:1][C:2]1[N:11]=[C:10]([C:12]#[N:13])[C:9]([OH:14])=[C:8]2[C:3]=1[CH:4]=[CH:5][CH:6]=[N:7]2.[C:15]1([CH2:21][C:22]([NH:24][NH2:25])=O)[CH:20]=[CH:19][CH:18]=[CH:17][CH:16]=1>>[CH2:21]([C:22]1[NH:13][C:12]([C:10]2[C:9]([OH:14])=[C:8]3[C:3]([CH:4]=[CH:5][CH:6]=[N:7]3)=[C:2]([Br:1])[N:11]=2)=[N:25][N:24]=1)[C:15]1[CH:20]=[CH:19][CH:18]=[CH:17][CH:16]=1. Reported procedure: The title compound was prepared in a similar manner to that described in example 1 from 5-bromo-8-hydroxy-1,6-naphthyridine-7-carbonitrile (100 mg, 0.40 mmol) and phenylacetic hydrazide (120 mg, 0.80 mmol) to give a yellow solid (102 mg, 67%). 1H NMR (CDCl3/CD3OD): δ 9.03 (d, J=2.8 Hz, 1 H), 8.46 (d, J=8.0 Hz, 1 H), 7.62 (dd, J=8.4, 4.0 Hz, 1 H), 7.28-7.16 (m, 5 H), 4.12 (s, 2 H); MS m/z 382 (M+1).